This data is from the Open Reaction Database (ORD), a public repository of structured organic reaction records. The task is: describe an organic reaction: reactants, conditions, products, and yield Reactants: Cl.Cl.C(CCCCCCCCCCC)NCCCN (3-Dodecylaminopropylamine dihydrochloride), [N-](C#N)C#N.[Na+] (sodium dicyanamide). Run in C(CCC)O (butanol). Product: C(#N)NC(NCCCN(C(=N)NC#N)CCCCCCCCCCCC)=N (1-(3-cyano-guanidino)-3-(3-cyano-1-dodecylguanidino)propane), solid. As a reaction SMILES: Cl.Cl.[CH2:3]([NH:15][CH2:16][CH2:17][CH2:18][NH2:19])[CH2:4][CH2:5][CH2:6][CH2:7][CH2:8][CH2:9][CH2:10][CH2:11][CH2:12][CH2:13][CH3:14].[N-:20]([C:23]#[N:24])[C:21]#[N:22].[Na+]>C(O)CCC>[C:21]([NH:20][C:23](=[NH:24])[NH:19][CH2:18][CH2:17][CH2:16][N:15]([CH2:3][CH2:4][CH2:5][CH2:6][CH2:7][CH2:8][CH2:9][CH2:10][CH2:11][CH2:12][CH2:13][CH3:14])[C:23]([NH:20][C:21]#[N:22])=[NH:24])#[N:22] |f:0.1.2,3.4|. Procedure details: 3-Dodecylaminopropylamine dihydrochloride (15 g.) sodium dicyanamide (9.47 g.) and butanol (250 ml.) were heated under reflux for 4 hours. The mixture was allowed to cool, and filtered, and the solvent was evaporated under reduced pressure. The residue was suspended in toluene and evaporated to small volume under reduced pressure to yield a pale oil, which was purified by chromatography on silica gel, using a gradient elution of isopropanol/methylene dichloride starting at 1:9, and then eluting ...